This data is from the Open Reaction Database (ORD), a public repository of structured organic reaction records. The task is: describe an organic reaction: reactants, conditions, products, and yield Starting materials: O=C(O)c1cc(F)c(Br)cc1F, O=S(Cl)Cl. Yields the product O=C(Cl)c1cc(F)c(Br)cc1F. RXN SMILES: [Br:1][c:2]1[cH:3][c:4]([F:12])[c:5]([C:6](=[O:7])[OH:8])[cH:9][c:10]1[F:11].[S:13]([Cl:14])([Cl:15])=[O:16]>>[Br:1][c:2]1[cH:3][c:4]([F:12])[c:5]([C:6](=[O:7])[Cl:15])[cH:9][c:10]1[F:11]. Reactants: OC(C(=O)C1=CC=CC=C1)C (2-hydroxypropiophenone), IC (iodomethane), C(=O)([O-])[O-].[K+].[K+] (K2CO3). Solvent: CC(=O)C (acetone), C(C)OCC (diethyl ether). The product is COC(C(=O)C1=CC=CC=C1)C (2-Methoxypropiophenone). Reaction SMILES: [OH:1][CH:2]([CH3:11])[C:3]([C:5]1[CH:10]=[CH:9][CH:8]=[CH:7][CH:6]=1)=[O:4].IC.[C:14]([O-])([O-])=O.[K+].[K+]>CC(C)=O.C(OCC)C>[CH3:14][O:1][CH:2]([CH3:11])[C:3]([C:5]1[CH:10]=[CH:9][CH:8]=[CH:7][CH:6]=1)=[O:4] |f:2.3.4|. Procedure: A mixture of 2-hydroxypropiophenone (3.00 g, 20.0 mmol), iodomethane (3.40 g, 24.0 mmol), and K2CO3 (granular, anh.; 13.8 g, 99.9 mmol) was refluxed in acetone (75 mL) for 18 h. The reaction mixture was cooled to room temperature and the inorganic salts were removed by filtration. The filtrate was evaporated under vacuum to give an oil which was subsequently dissolved in diethyl ether (200 mL) and then washed with 0.1N NaOH (3×50 mL) followed by H2O (50 mL). The organic layer was dried (anh. Na2... Reactants: resultant solution, C(C)(C)(C)OC(=O)N1CCC(CC1)(C(=O)OC)CC1=CC(=CC=C1)CN (methyl N-tert-butoxycarbonyl-4-(3-aminomethylbenzyl)piperidine-4-carboxylate), ClC(=O)OCC1=CC=CC=C1 (benzyl chloroformate), C(C)(C)N(CC)C(C)C (diisopropylethylamine). The solvent is ClCCl (dichloromethane), ClCCl (dichloromethane). The product is C(C)(C)(C)OC(=O)N1CCC(CC1)(C(=O)OC)CC1=CC(=CC=C1)CNC(=O)OCC1=CC=CC=C1 (Methyl N-tert-butoxycarbonyl-4-[3-(benzyloxycarbonylaminomethyl)benzyl]piperidine-4-carboxylate). As a reaction SMILES: [C:1]([O:5][C:6]([N:8]1[CH2:13][CH2:12][C:11]([CH2:18][C:19]2[CH:24]=[CH:23][CH:22]=[C:21]([CH2:25][NH2:26])[CH:20]=2)([C:14]([O:16][CH3:17])=[O:15])[CH2:10][CH2:9]1)=[O:7])([CH3:4])([CH3:3])[CH3:2].Cl[C:28]([O:30][CH2:31][C:32]1[CH:37]=[CH:36][CH:35]=[CH:34][CH:33]=1)=[O:29].C(N(C(C)C)CC)(C)C>ClCCl>[C:1]([O:5][C:6]([N:8]1[CH2:9][CH2:10][C:11]([CH2:18][C:19]2[CH:24]=[CH:23][CH:22]=[C:21]([CH2:25][NH:26][C:28]([O:30][CH2:31][C:32]3[CH:37]=[CH:36][CH:35]=[CH:34][CH:33]=3)=[O:29])[CH:20]=2)([C:14]([O:16][CH3:17])=[O:15])[CH2:12][CH2:13]1)=[O:7])([CH3:4])([CH3:2])[CH3:3]. Procedure: A mixture of methyl N-tert-butoxycarbonyl-4-(3-aminomethylbenzyl)piperidine-4-carboxylate (1.67 mmol), benzyl chloroformate (0.48 mL, 3.36 mmol), and diisopropylethylamine (1 mL, 5.74 mmol) in dichloromethane was stirred at room temp. The resultant solution was diluted with dichloromethane, washed with aqueous sodium bicarbonate, and then brine. The organic extract was dried over anhydrous magnesium sulfate, filtered, and concentrated under vacuum. The residue was subjected to column chromatogra... Starting materials: BrC=1C=CC(=NC1)F (5-bromo-2-fluoro-pyridine), C(C)(C)(C)OC(N[C@@H]1CNCC1)=O ((S)-pyrrolidin-3-yl-carbamic acid tert-butyl ester), C(=O)([O-])[O-].[K+].[K+] (K2CO3). The solvent is C(C)#N (acetonitrile). Yields the product C(C)(C)(C)OC(N[C@@H]1CN(CC1)C1=NC=C(C=C1)Br)=O ([(S)-1-(5-Bromo-pyridin-2-yl)-pyrrolidin-3-yl]-carbamic acid tert-butyl ester). Isolated yield 27.3%. Reaction SMILES: [Br:1][C:2]1[CH:3]=[CH:4][C:5](F)=[N:6][CH:7]=1.[C:9]([O:13][C:14](=[O:21])[NH:15][C@H:16]1[CH2:20][CH2:19][NH:18][CH2:17]1)([CH3:12])([CH3:11])[CH3:10].C([O-])([O-])=O.[K+].[K+]>C(#N)C>[C:9]([O:13][C:14](=[O:21])[NH:15][C@H:16]1[CH2:20][CH2:19][N:18]([C:5]2[CH:4]=[CH:3][C:2]([Br:1])=[CH:7][N:6]=2)[CH2:17]1)([CH3:12])([CH3:10])[CH3:11] |f:2.3.4|. Procedure: Dissolve 5-bromo-2-fluoro-pyridine (5.20 g, 29.53 mmol), and (S)-pyrrolidin-3-yl-carbamic acid tert-butyl ester (5.50 g, 29.53 mmol) in acetonitrile (100 mL) and reflux with K2CO3 (8.90 g, 64.96 mmol) for 3 h. Filter the reaction mixture and wash with EtOAc (100 mL). Concentrate the filtrate and purify the resulting crude material by silica gel chromatography, eluting with 40% EtOAc/hexanes to give 2.76 g (27%) of the title compound. LC-MS/ES m/z (81Br) 344.3 [M+H]+. The reactants are NC=1SC(=CC1C(C1=C(C=CC=C1)Cl)=O)CC (2-amino-3-(2-chlorobenzoyl)-5-ethylthiophene), O1CCN(CC1)C=C[N+](=O)[O-] (1-morpholino-2-nitroethene), Cl (HCl), CC(=O)C (acetone). Solvent: O (Water). Run at time 1 hour. The product is ClC1=C(C(=O)C2=C(SC(=C2)CC)NC=C[N+](=O)[O-])C=CC=C1 (3-(2-chlorobenzoyl)-2-(2-nitroethenylamino)-5-ethylthiophene). Yield: 84.1%. RXN SMILES: [NH2:1][C:2]1[S:3][C:4]([CH2:16][CH3:17])=[CH:5][C:6]=1[C:7](=[O:15])[C:8]1[CH:13]=[CH:12][CH:11]=[CH:10][C:9]=1[Cl:14].O1CCN([CH:24]=[CH:25][N+:26]([O-:28])=[O:27])CC1.Cl.CC(C)=O>O>[Cl:14][C:9]1[CH:10]=[CH:11][CH:12]=[CH:13][C:8]=1[C:7]([C:6]1[CH:5]=[C:4]([CH2:16][CH3:17])[S:3][C:2]=1[NH:1][CH:24]=[CH:25][N+:26]([O-:28])=[O:27])=[O:15]. Procedure details: A mixture of 2-amino-3-(2-chlorobenzoyl)-5-ethylthiophene (5.30 g), 1-morpholino-2-nitroethene (3.16 g), 6N HCl (5 ml) and acetone (25 ml) was stirred at room temperature for one hour. Water was added to the mixture, which was extracted with ethene acetate. The extract was washed with water and dried over MgSO4, and then the solvent was distilled off to obtain 3-(2-chlorobenzoyl)-2-(2-nitroethenylamino)-5-ethylthiophene as crystals (5.65 g, 84.1%). The crystals were recrystallized from acetone t... The reactants are CCOC(C)=O, CCCCCC, CC#N, N#Cc1cccc(Oc2ccc(N)c(Oc3cccc(C#N)c3)n2)c1, O=C=Nc1ccccc1. Yields the product N#Cc1cccc(Oc2ccc(NC(=O)Nc3ccccc3)c(Oc3cccc(C#N)c3)n2)c1. Reaction SMILES: [C:41]([O:42][CH2:43][CH3:44])(=[O:45])[CH3:46].[CH3:35][CH2:36][CH2:37][CH2:38][CH2:39][CH3:40].[CH3:47][C:48]#[N:49].[NH2:1][c:2]1[c:3]([O:17][c:18]2[cH:19][c:20]([C:21]#[N:22])[cH:23][cH:24][cH:25]2)[n:4][c:5]([O:8][c:9]2[cH:10][c:11]([C:12]#[N:13])[cH:14][cH:15][cH:16]2)[cH:6][cH:7]1.[O:26]=[C:27]=[N:28][c:29]1[cH:30][cH:31][cH:32][cH:33][cH:34]1>>[NH:1]([c:2]1[c:3]([O:17][c:18]2[cH:19][c:20]([C:21]#[N:22])[cH:23][cH:24][cH:25]2)[n:4][c:5]([O:8][c:9]2[cH:10][c:11]([C:12]#[N:13])[cH:14][cH:15][cH:16]2)[cH:6][cH:7]1)[C:27](=[O:26])[NH:28][c:29]1[cH:30][cH:31][cH:32][cH:33][cH:34]1. Reactants: [H-].[Na+] (Sodium hydride), C(#N)C(C(=O)OCC)C1=C(C(=CC=C1)OC1=C(C=CC=C1)Cl)OC (ethyl 2-cyano-2-[2-methoxy-3-(2-chlorophenoxy)phenyl]acetate), C(C)Br (ethyl bromide). The product is C(#N)C(C(=O)OCC)(CC)C1=C(C(=CC=C1)OC1=C(C=CC=C1)Cl)OC (ethyl 2-cyano-2-[2-methoxy-3-(2-chlorophenoxy)phenyl]butyrate). The yield is 91.0%. As a reaction SMILES: [H-].[Na+].[C:3]([CH:5]([C:11]1[CH:16]=[CH:15][CH:14]=[C:13]([O:17][C:18]2[CH:23]=[CH:22][CH:21]=[CH:20][C:19]=2[Cl:24])[C:12]=1[O:25][CH3:26])[C:6]([O:8][CH2:9][CH3:10])=[O:7])#[N:4].[CH2:27](Br)[CH3:28]>>[C:3]([C:5]([C:11]1[CH:16]=[CH:15][CH:14]=[C:13]([O:17][C:18]2[CH:23]=[CH:22][CH:21]=[CH:20][C:19]=2[Cl:24])[C:12]=1[O:25][CH3:26])([CH2:27][CH3:28])[C:6]([O:8][CH2:9][CH3:10])=[O:7])#[N:4] |f:0.1|. Procedure: Sodium hydride (50%, 920 mg), ethyl 2-cyano-2-[2-methoxy-3-(2-chlorophenoxy)phenyl]acetate (6 g) and ethyl bromide (2.84 g) were treated in a similar manner to that of Example 10-(5) to give oily ethyl 2-cyano-2-[2-methoxy-3-(2-chlorophenoxy)phenyl]butyrate (5.9 g).